Dataset: the Open Reaction Database (ORD), a public repository of structured organic reaction records. Task: describe an organic reaction: reactants, conditions, products, and yield Reactants: CS(=O)(=O)c1ccc(CBr)cc1, CCOC(=O)CC(=O)C(C)C, CC(C)(C)[O-], CC(C)(C)O, [K+], C1CCOC1, O. Yields the product CCOC(=O)C(Cc1ccc(S(C)(=O)=O)cc1)C(=O)C(C)C. As a reaction SMILES: [Br:23][CH2:24][c:25]1[cH:26][cH:27][c:28]([S:31](=[O:32])(=[O:33])[CH3:34])[cH:29][cH:30]1.[CH2:12]([CH3:13])[O:14][C:15]([CH2:16][C:17]([CH:18]([CH3:19])[CH3:20])=[O:21])=[O:22].[CH3:1][C:2]([CH3:3])([O-:4])[CH3:5].[CH3:7][C:8]([OH:9])([CH3:10])[CH3:11].[K+:6].[O:35]1[CH2:36][CH2:37][CH2:38][CH2:39]1.[OH2:40]>>[CH2:12]([CH3:13])[O:14][C:15]([CH:16]([C:17]([CH:18]([CH3:19])[CH3:20])=[O:21])[CH2:24][c:25]1[cH:26][cH:27][c:28]([S:31](=[O:32])(=[O:33])[CH3:34])[cH:29][cH:30]1)=[O:22]. Reactants: SC(C)S(=O)(=O)[O-].[Na+] (sodium mercaptoethansulphonate), C(C)O (ethanol), SC(C)S(=O)(=O)O (mercaptoethansulphonic acid), N[C@@H](CCCNC(N)=N)C(=O)O (arginine). Solvent: O (water). Product: SC(C)S(=O)(=O)O.N[C@@H](CCCNC(N)=N)C(=O)O (arginine mercaptoethansulphonate). Isolated yield 98.0%. RXN SMILES: [SH:1][CH:2]([S:4]([O-:7])(=[O:6])=[O:5])[CH3:3].[Na+].SC(S(O)(=O)=O)C.[NH2:16][C@H:17]([C:25]([OH:27])=[O:26])[CH2:18][CH2:19][CH2:20][NH:21][C:22](=[NH:24])[NH2:23].C(O)C>O>[SH:1][CH:2]([S:4]([OH:7])(=[O:6])=[O:5])[CH3:3].[NH2:16][C@H:17]([C:25]([OH:27])=[O:26])[CH2:18][CH2:19][CH2:20][NH:21][C:22](=[NH:23])[NH2:24] |f:0.1,6.7|. Procedure details: 12 g of sodium mercaptoethansulphonate are freed in aqueous solution and under nitrogen stream in a column, as described in the example 1. The mercaptoethansulphonic acid coming out of the column in aqueous solution, under nitrogen stream and at pH=1, is gradually added with arginine, in free base form, in stoichiometrical amount dissolved in water under nitrogen stream (12.7 g), by operating at pH values of between 6 and 7. Upon the salification is completed the pH of the solution of the salt m... Starting materials: C(C)(C)N(CCN1C(=O)C(=O)C2=CC=CC(=C12)C)C(C)C (1-(2-diisopropylaminoethyl)-7-methylisatin), Cl.NNC(=O)N (semicarbazide hydrochloride). The product is C(C)(C)N(CCN1C(=O)/C(/C2=CC=CC(=C12)C)=N/NC(=O)N)C(C)C ((E)-1-(2-diisopropylaminoethyl)-7-methylisatin 3-semicarbazone). As a reaction SMILES: [CH:1]([N:4]([CH:19]([CH3:21])[CH3:20])[CH2:5][CH2:6][N:7]1[C:17]2[C:12](=[CH:13][CH:14]=[CH:15][C:16]=2[CH3:18])[C:10](=O)[C:8]1=[O:9])([CH3:3])[CH3:2].Cl.[NH2:23][NH:24][C:25]([NH2:27])=[O:26]>>[CH:1]([N:4]([CH:19]([CH3:21])[CH3:20])[CH2:5][CH2:6][N:7]1[C:17]2[C:12](=[CH:13][CH:14]=[CH:15][C:16]=2[CH3:18])/[C:10](=[N:23]\[NH:24][C:25]([NH2:27])=[O:26])/[C:8]1=[O:9])([CH3:3])[CH3:2] |f:1.2|. The yield is 75.7%. Reported procedure: By using 1-(2-diisopropylaminoethyl)-7-methylisatin and semicarbazide hydrochloride, a method analogous to that described in Example 4 was carried out to obtain (E)-1-(2-diisopropylaminoethyl)-7-methylisatin 3-semicarbazone having a melting point of 194°-195° C. (yield: 75.7%). The reactants are ClC=1C=C(C=CC1Cl)CCC=1C(=NC=CC1)C(=O)NC(C)(C)C (3-[2-(3,4-dichlorophenyl)ethyl]-N-(1,1-dimethylethyl)-2-pyridine carboxamide), P(=O)(Cl)(Cl)Cl (phosphorous oxychloride). The product is ClC=1C=C(C=CC1Cl)CCC=1C(=NC=CC1)C#N (3-[2-(3,4-Dichlorophenyl)ethyl]-2-pyridinecarbonitrile). The yield is 91.6%. Reaction SMILES: [Cl:1][C:2]1[CH:3]=[C:4]([CH2:9][CH2:10][C:11]2[C:12]([C:17]([NH:19]C(C)(C)C)=O)=[N:13][CH:14]=[CH:15][CH:16]=2)[CH:5]=[CH:6][C:7]=1[Cl:8].P(Cl)(Cl)(Cl)=O>>[Cl:1][C:2]1[CH:3]=[C:4]([CH2:9][CH2:10][C:11]2[C:12]([C:17]#[N:19])=[N:13][CH:14]=[CH:15][CH:16]=2)[CH:5]=[CH:6][C:7]=1[Cl:8]. Procedure details: A solution of 3-[2-(3,4-dichlorophenyl)ethyl]-N-(1,1-dimethylethyl)-2-pyridine carboxamide (37.8 g, 0.107 mole) in 120 mL (197.4 g, 1.29 mole) of phosphorous oxychloride is heated at 110° C. for 4.5 hours. Completion of the reaction is determined by thin-layer chromotography. The reaction is quenched with ice and H2O and the pH of the solution is brought to 8 by the addition of a saturated solution of potassium carbonate. The product is extracted into ethylacetate. The solution is concentrated t... Starting materials: Cl (HCl), [Cl-].[Al+3].[Cl-].[Cl-] (aluminium chloride), C1=CC=C(C=C1)CS (benzylthiol), COC1=C2C=3C(=CN(C3C=C1)C)C(CC2)CN(C(C)=O)C (N-[(6-Methoxy-1-methyl-1,3,4,5-tetrahydrobenzo[cd]indol-3-yl)methyl]-N-methylacetamide). Run in ClCCl (dichloromethane). The product is OC1=C2C=3C(=CN(C3C=C1)C)C(CC2)CN(C(C)=O)C (N-[(6-Hydroxy-1-methyl-1,3,4,5-tetrahydrobenzo[cd]indol-3-yl)methyl]-N-methylacetamide). As a reaction SMILES: C[O:2][C:3]1[CH:11]=[CH:10][C:9]2[N:8]([CH3:12])[CH:7]=[C:6]3[CH:13]([CH2:16][N:17]([CH3:21])[C:18](=[O:20])[CH3:19])[CH2:14][CH2:15][C:4]=1[C:5]=23.[Cl-].[Al+3].[Cl-].[Cl-].C1C=CC(CS)=CC=1.Cl>ClCCl>[OH:2][C:3]1[CH:11]=[CH:10][C:9]2[N:8]([CH3:12])[CH:7]=[C:6]3[CH:13]([CH2:16][N:17]([CH3:21])[C:18](=[O:20])[CH3:19])[CH2:14][CH2:15][C:4]=1[C:5]=23 |f:1.2.3.4|. Procedure details: The compound of Example 27, dissolved in dichloromethane, is added dropwise at 0° C. to a suspension of aluminium chloride and benzylthiol. The reaction is monitored by TLC. When the reaction has ended, the reaction mixture is poured onto ice and then acidified using 1N HCl. Customary extraction is carried out and the title compound is isolated by chromatography. Starting materials: CN(C)C=O, [Cl-], Fc1ccc(CBr)cc1, [H-], [NH4+], [Na+], CS(=O)(=O)c1ccc2[nH]c(C3CCCO3)cc2c1. The product is CS(=O)(=O)c1ccc2c(c1)cc(C1CCCO1)n2Cc1ccc(F)cc1. Reaction SMILES: [CH3:32][N:33]([CH3:34])[CH:35]=[O:36].[Cl-:30].[F:21][c:22]1[cH:23][cH:24][c:25]([CH2:26][Br:27])[cH:28][cH:29]1.[H-:19].[NH4+:31].[Na+:20].[O:1]1[CH:2]([c:6]2[nH:7][c:8]3[cH:9][cH:10][c:11]([S:15](=[O:16])(=[O:17])[CH3:18])[cH:12][c:13]3[cH:14]2)[CH2:3][CH2:4][CH2:5]1>>[O:1]1[CH:2]([c:6]2[n:7]([CH2:26][c:25]3[cH:24][cH:23][c:22]([F:21])[cH:29][cH:28]3)[c:8]3[cH:9][cH:10][c:11]([S:15](=[O:16])(=[O:17])[CH3:18])[cH:12][c:13]3[cH:14]2)[CH2:3][CH2:4][CH2:5]1.